This data is from the Open Reaction Database (ORD), a public repository of structured organic reaction records. The task is: describe an organic reaction: reactants, conditions, products, and yield Reactants: CC(C)C(CS(=O)(=O)N1CCN(c2ncc(-c3ccc(C(F)(F)F)cc3)cn2)CC1)C(=O)O, CC(C)C(CS(=O)(=O)N1CCN(c2ncc(-c3ccc(F)cc3)cn2)CC1)C(=O)NO. The product is CC(C)C(CS(=O)(=O)N1CCN(c2ncc(-c3ccc(C(F)(F)F)cc3)cn2)CC1)C(=O)NO. Reaction SMILES: [CH3:32][CH:33]([CH3:34])[CH:35]([CH2:36][S:37]([N:38]1[CH2:39][CH2:40][N:41]([c:42]2[n:43][cH:44][c:45](-[c:46]3[cH:47][cH:48][c:49]([C:60]([F:61])([F:62])[F:63])[cH:50][cH:51]3)[cH:52][n:53]2)[CH2:54][CH2:55]1)(=[O:56])=[O:57])[C:58]([OH:59])=[O:64].[F:1][c:2]1[cH:3][cH:4][c:5](-[c:8]2[cH:9][n:10][c:11]([N:14]3[CH2:15][CH2:16][N:17]([S:20](=[O:21])(=[O:22])[CH2:23][CH:24]([C:25](=[O:26])[NH:27][OH:28])[CH:29]([CH3:30])[CH3:31])[CH2:18][CH2:19]3)[n:12][cH:13]2)[cH:6][cH:7]1>>[c:2]1([C:60]([F:61])([F:62])[F:63])[cH:3][cH:4][c:5](-[c:8]2[cH:9][n:10][c:11]([N:14]3[CH2:15][CH2:16][N:17]([S:20](=[O:21])(=[O:22])[CH2:23][CH:24]([C:25](=[O:26])[NH:27][OH:28])[CH:29]([CH3:30])[CH3:31])[CH2:18][CH2:19]3)[n:12][cH:13]2)[cH:6][cH:7]1. The reactants are CCC(C)C(CO)NC(=O)OC(C)(C)C, CS(C)=O, CCN(C(C)C)C(C)C, ClCCl. Product: CCC(C)C(C=O)NC(=O)OC(C)(C)C. Reaction SMILES: [C:1](=[O:2])([O:3][C:4]([CH3:5])([CH3:6])[CH3:7])[NH:8][CH:9]([CH:10]([CH3:11])[CH2:12][CH3:13])[CH2:14][OH:15].[CH3:25][S:26]([CH3:27])=[O:28].[CH:16]([N:17]([CH2:18][CH3:19])[CH:20]([CH3:21])[CH3:22])([CH3:23])[CH3:24].[Cl:29][CH2:30][Cl:31]>>[C:1](=[O:2])([O:3][C:4]([CH3:5])([CH3:6])[CH3:7])[NH:8][CH:9]([CH:10]([CH3:11])[CH2:12][CH3:13])[CH:14]=[O:15].